From a dataset of the Open Reaction Database (ORD), a public repository of structured organic reaction records. describe an organic reaction: reactants, conditions, products, and yield Reactants: C1=NC=2C(=NC(=NC2N1[C@H]3CO[C@H](O3)CO)N)N (DAPD), C(C)#N.O (acetonitrile water), [Sb](F)(F)F (antimony trifluoride), N(=O)OC(C)(C)C (tert-butyl nitrite), TEA. Solvent: C(C)(=O)O (acetic acid), ClC(C)Cl.CS(=O)C (dichloroethane DMSO). Run at temperature 0 celsius. The product is FC=1N=C(C=2N=CN([C@H]3C[C@H](O)[C@@H](CO)O3)C2N1)N (2-fluoro-2′-deoxyadenosine). Reaction SMILES: [CH:1]1[N:9]([C@@H:10]2[O:14][C@H:13]([CH2:15][OH:16])O[CH2:11]2)[C:8]2[N:7]=[C:6](N)[N:5]=[C:4]([NH2:18])[C:3]=2[N:2]=1.[Sb](F)(F)[F:20].N([O:25][C:26](C)(C)C)=O.C(#N)C.O>ClC(Cl)C.CS(C)=O.C(O)(=O)C>[F:20][C:6]1[N:5]=[C:4]([NH2:18])[C:3]2[N:2]=[CH:1][N:9]([C:8]=2[N:7]=1)[C@@H:10]1[O:14][C@H:13]([CH2:15][OH:16])[C@@H:26]([OH:25])[CH2:11]1 |f:3.4,5.6|. Procedure details: DAPD (2 g, 7.5 mmol) was suspended in 170 mL dichloroethane/DMSO (4:1) and cooled to 0° C. under an inert atmosphere. To this is added antimony trifluoride (1.88 g, 10.5 mmol) and tert-butyl nitrite (1.85 ml, 1.6 g, 15.5 mmol) followed by stirring while allowing the reaction to warm to room temperature. Analysis of the reaction mixture by HPLC [Novapak C-18; 5% acetonitrile/water, 0.1M TEA, pH 7 with acetic acid] revealed a new peak which eluted at 6.4 min, indicating the synthesis of 2-fluoro-2...